Dataset: the Open Reaction Database (ORD), a public repository of structured organic reaction records. Task: describe an organic reaction: reactants, conditions, products, and yield Reactants: solution, C[Mg]I (methyl magnesium iodide), CN1N2C(C=NC3=C1C=CN=C3)=CC=C2 (5-methyl-5H-pyrido[3,4-f]pyrrolo[1,2-b][1,2,5]triazepine). Run in O1CCCC1 (tetrahydrofuran). Conditions: time 20 hour. Product: CN1N2C(C(NC3=C1C=CN=C3)C)=CC=C2 (10,11-dihydro-5,10-dimethyl-5H-pyrido[3,4-f]pyrrolo[1,2-b][1,2,5]triazepine). Isolated yield 48.0%. As a reaction SMILES: [CH3:1][Mg]I.[CH3:4][N:5]1[C:11]2[CH:12]=[CH:13][N:14]=[CH:15][C:10]=2[N:9]=[CH:8][C:7]2=[CH:16][CH:17]=[CH:18][N:6]12>O1CCCC1>[CH3:4][N:5]1[C:11]2[CH:12]=[CH:13][N:14]=[CH:15][C:10]=2[NH:9][CH:8]([CH3:1])[C:7]2=[CH:16][CH:17]=[CH:18][N:6]12. Procedure: To 8.4 ml of a solution of methyl magnesium iodide (3.2M in diethyl ether, diluted with 10 ml tetrahydrofuran) was added a solution of 4.1 g of 5-methyl-5H-pyrido[3,4-f]pyrrolo[1,2-b][1,2,5]triazepine in 70 ml of tetrahydrofuran. After stirring at ambient temperature for 20 hours, the reaction mixture was quenched into 200 ml of an iced ammonium chloride solution and extracted with ethyl acetate (2×). The combined organics were washed with water followed by a saturated sodium chloride solution a... Starting materials: O=C([O-])O, CCn1c(CCCOCc2ccccc2)nc(C(C)C)c1Sc1cc(Cl)cc(Cl)c1, Cl, [Na+]. Product: CCn1c(CCCO)nc(C(C)C)c1Sc1cc(Cl)cc(Cl)c1. As a reaction SMILES: [C:32](=[O:33])([O-:34])[OH:35].[CH2:1]([c:2]1[cH:3][cH:4][cH:5][cH:6][cH:7]1)[O:8][CH2:9][CH2:10][CH2:11][c:12]1[n:13]([CH2:29][CH3:30])[c:14]([S:20][c:21]2[cH:22][c:23]([Cl:28])[cH:24][c:25]([Cl:27])[cH:26]2)[c:15]([CH:17]([CH3:18])[CH3:19])[n:16]1.[ClH:31].[Na+:36]>>[OH:8][CH2:9][CH2:10][CH2:11][c:12]1[n:13]([CH2:29][CH3:30])[c:14]([S:20][c:21]2[cH:22][c:23]([Cl:28])[cH:24][c:25]([Cl:27])[cH:26]2)[c:15]([CH:17]([CH3:18])[CH3:19])[n:16]1. Starting materials: Cc1ccc(-c2nc(CCN3C(=O)c4ccccc4C3=O)cn2C(c2nc3cc(Cl)ccc3c(=O)n2Cc2ccccc2)C(C)C)cc1, CCO, NN. Product: Cc1ccc(-c2nc(CCN)cn2C(c2nc3cc(Cl)ccc3c(=O)n2Cc2ccccc2)C(C)C)cc1. Reaction SMILES: [CH2:1]([c:2]1[cH:3][cH:4][cH:5][cH:6][cH:7]1)[n:8]1[c:9]([CH:20]([CH:21]([CH3:22])[CH3:23])[n:24]2[c:25](-[c:42]3[cH:43][cH:44][c:45]([CH3:48])[cH:46][cH:47]3)[n:26][c:27]([CH2:29][CH2:30][N:31]3[C:32](=[O:33])[c:34]4[c:35]([cH:36][cH:37][cH:38][cH:39]4)[C:40]3=[O:41])[cH:28]2)[n:10][c:11]2[cH:12][c:13]([Cl:19])[cH:14][cH:15][c:16]2[c:17]1=[O:18].[CH3:51][CH2:52][OH:53].[NH2:49][NH2:50]>>[CH2:1]([c:2]1[cH:3][cH:4][cH:5][cH:6][cH:7]1)[n:8]1[c:9]([CH:20]([CH:21]([CH3:22])[CH3:23])[n:24]2[c:25](-[c:42]3[cH:43][cH:44][c:45]([CH3:48])[cH:46][cH:47]3)[n:26][c:27]([CH2:29][CH2:30][NH2:31])[cH:28]2)[n:10][c:11]2[cH:12][c:13]([Cl:19])[cH:14][cH:15][c:16]2[c:17]1=[O:18]. The reactants are COc1ccc(CNc2nc(C(F)(F)F)ccc2N)cc1, CO, ClCCl, O=C(O)C(F)(F)F. The product is Nc1ccc(C(F)(F)F)nc1N. Reaction SMILES: [CH3:1][O:2][c:3]1[cH:4][cH:5][c:6]([CH2:7][NH:8][c:9]2[n:10][c:11]([C:16]([F:17])([F:18])[F:19])[cH:12][cH:13][c:14]2[NH2:15])[cH:20][cH:21]1.[CH3:32][OH:33].[Cl:29][CH2:30][Cl:31].[F:22][C:23]([F:24])([F:25])[C:26]([OH:27])=[O:28]>>[NH2:8][c:9]1[n:10][c:11]([C:16]([F:17])([F:18])[F:19])[cH:12][cH:13][c:14]1[NH2:15]. The reactants are [Br-], CO[Si](CCCOCC1CO1)(OC)OC, [Li+], C1CCOC1, S=C=S. Product: CO[Si](CCCOCC1CSC(=S)O1)(OC)OC. RXN SMILES: [Br-:17].[CH2:1]([CH:2]1[CH2:3][O:4]1)[O:5][CH2:6][CH2:7][CH2:8][Si:9]([O:10][CH3:11])([O:12][CH3:13])[O:14][CH3:15].[Li+:16].[O:21]1[CH2:22][CH2:23][CH2:24][CH2:25]1.[S:18]=[C:19]=[S:20]>>[CH2:1]([CH:2]1[CH2:3][S:18][C:19](=[S:20])[O:4]1)[O:5][CH2:6][CH2:7][CH2:8][Si:9]([O:10][CH3:11])([O:12][CH3:13])[O:14][CH3:15]. Starting materials: C(#N)C1=CC(=C(C=C1)C=1C=NN(C1O)C1=NC=C(C(=O)O)C=C1)C (6-(4-(4-cyano-2-methylphenyl)-5-hydroxy-1H-pyrazol-1-yl)nicotinic acid), CCC(CC)N1CCNCC1 (1-(pentan-3-yl)piperazine). The product is OC1=C(C=NN1C1=NC=C(C=C1)C(=O)N1CCN(CC1)C(CC)CC)C1=C(C=C(C#N)C=C1)C (4-(5-hydroxy-1-(5-(4-(pentan-3-yl)piperazine-1-carbonyl)pyridin-2-yl)-1H-pyrazol-4-yl)-3-methylbenzonitrile). Reaction SMILES: [C:1]([C:3]1[CH:8]=[CH:7][C:6]([C:9]2[CH:10]=[N:11][N:12]([C:15]3[CH:23]=[CH:22][C:18]([C:19]([OH:21])=O)=[CH:17][N:16]=3)[C:13]=2[OH:14])=[C:5]([CH3:24])[CH:4]=1)#[N:2].[CH3:25][CH2:26][CH:27]([N:30]1[CH2:35][CH2:34][NH:33][CH2:32][CH2:31]1)[CH2:28][CH3:29]>>[OH:14][C:13]1[N:12]([C:15]2[CH:23]=[CH:22][C:18]([C:19]([N:33]3[CH2:34][CH2:35][N:30]([CH:27]([CH2:28][CH3:29])[CH2:26][CH3:25])[CH2:31][CH2:32]3)=[O:21])=[CH:17][N:16]=2)[N:11]=[CH:10][C:9]=1[C:6]1[CH:7]=[CH:8][C:3]([C:1]#[N:2])=[CH:4][C:5]=1[CH3:24]. Reported procedure: The title compound was prepared in a manner similar to Example 112 using 6-(4-(4-cyano-2-methylphenyl)-5-hydroxy-1H-pyrazol-1-yl)nicotinic acid and 1-(pentan-3-yl)piperazine. 1H NMR (400 MHz, DMSO-d6) δ ppm 0.88 (t, J=7.33 Hz, 6H) 1.29 (dt, J=14.08, 6.98 Hz, 2H) 1.47 (dt, J=14.08, 6.98 Hz, 2H) 2.26 (t, J=6.57 Hz, 1H) 2.43 (s, 3H) 2.56 (br. s., 4H) 3.37-3.48 (m, 2H) 3.62 (br. s., 2H) 7.64 (dd, J=8.08, 1.52 Hz, 1H) 7.71 (s, 1H) 7.82 (d, J=8.08 Hz, 1H) 8.05 (dd, J=8.59, 2.27 Hz, 1H) 8.12 (s, 1H) 8.... Reactants: C(C1=CC=CC=C1)(=O)OC1=CC=C(C(=O)O[C@@H]2[C@H](OC3=CC(=CC(=C3C2)OC(C2=CC=CC=C2)=O)OC(C2=CC=CC=C2)=O)C2=CC(=C(C=C2)OC(C2=CC=CC=C2)=O)OC(C2=CC=CC=C2)=O)C=C1 ((+)-(2R,3S)-5,7-Bis(benzoyloxy)-2-[3,4-bis(benzoyloxy)phenyl]chroman-3-yl 4-benzoyloxybenzoate), C1CCOC1.CO (THF MeOH). Reagents/catalysts: [OH-].[OH-].[Pd+2] (Pd(OH)2/C). Run in CO.C(Cl)Cl (MeOH CH2Cl2). Reaction conditions: time 6 hour. The product is OC1=CC=C(C(=O)O[C@@H]2[C@H](OC3=CC(=CC(=C3C2)O)O)C2=CC(=C(C=C2)O)O)C=C1 ((+)-(2R,3S)-5,7-dihydroxy-2-(3,4-dihydroxyphenyl)chroman-3-yl 4-hydroxybenzoate). Isolated yield 86.9%. As a reaction SMILES: C([O:9][C:10]1[CH:70]=[CH:69][C:13]([C:14]([O:16][C@H:17]2[CH2:26][C:25]3[C:20](=[CH:21][C:22]([O:36]C(=O)C4C=CC=CC=4)=[CH:23][C:24]=3[O:27]C(=O)C3C=CC=CC=3)[O:19][C@@H:18]2[C:45]2[CH:50]=[CH:49][C:48]([O:51]C(=O)C3C=CC=CC=3)=[C:47]([O:60]C(=O)C3C=CC=CC=3)[CH:46]=2)=[O:15])=[CH:12][CH:11]=1)(=O)C1C=CC=CC=1.C1COCC1.CO>[OH-].[OH-].[Pd+2].CO.C(Cl)Cl>[OH:9][C:10]1[CH:11]=[CH:12][C:13]([C:14]([O:16][C@H:17]2[CH2:26][C:25]3[C:20](=[CH:21][C:22]([OH:36])=[CH:23][C:24]=3[OH:27])[O:19][C@@H:18]2[C:45]2[CH:50]=[CH:49][C:48]([OH:51])=[C:47]([OH:60])[CH:46]=2)=[O:15])=[CH:69][CH:70]=1 |f:1.2,3.4.5,6.7|. Procedure: Under an H2 atmosphere, Pd(OH)2/C (20%, 100 mg) was added to a solution of 102 (200 mg, 0.23 mmol) in a solvent mixture of THF/MeOH (1:1 v/v, 20 mL). The resulting reaction mixture was stirred at r.t. under H2 for 6 h, TLC showed that the reaction was completed. The reaction mixture was filtered to remove the catalyst. The filtrate was evaporated, and the residue was rapidly purified by flash chromatograph on silica gel (10% MeOH/CH2Cl2, then 20% MeOH/CH2Cl2) to afford 11 (82 mg, 87% yield): mp ...